This data is from the Open Reaction Database (ORD), a public repository of structured organic reaction records. The task is: describe an organic reaction: reactants, conditions, products, and yield The reactants are CC(C)(C)OC(=O)N1CCN(CCNc2ccnc3oc(-c4ccc(OCCN5CCOCC5)cc4)c(-c4ccccc4)c23)CC1, ClCCl, O=C(O)C(F)(F)F. The product is c1ccc(-c2c(-c3ccc(OCCN4CCOCC4)cc3)oc3nccc(NCCN4CCNCC4)c23)cc1. Reaction SMILES: [C:1]([O:2][C:3](=[O:4])[N:8]1[CH2:9][CH2:10][N:11]([CH2:14][CH2:15][NH:16][c:17]2[c:18]3[c:19]([n:20][cH:21][cH:22]2)[o:23][c:24](-[c:32]2[cH:33][cH:34][c:35]([O:38][CH2:39][CH2:40][N:41]4[CH2:42][CH2:43][O:44][CH2:45][CH2:46]4)[cH:36][cH:37]2)[c:25]3-[c:26]2[cH:27][cH:28][cH:29][cH:30][cH:31]2)[CH2:12][CH2:13]1)([CH3:5])([CH3:6])[CH3:7].[Cl:54][CH2:55][Cl:56].[OH:47][C:48]([C:49]([F:50])([F:51])[F:52])=[O:53]>>[NH:8]1[CH2:9][CH2:10][N:11]([CH2:14][CH2:15][NH:16][c:17]2[c:18]3[c:19]([n:20][cH:21][cH:22]2)[o:23][c:24](-[c:32]2[cH:33][cH:34][c:35]([O:38][CH2:39][CH2:40][N:41]4[CH2:42][CH2:43][O:44][CH2:45][CH2:46]4)[cH:36][cH:37]2)[c:25]3-[c:26]2[cH:27][cH:28][cH:29][cH:30][cH:31]2)[CH2:12][CH2:13]1. Starting materials: O=C=NC1CC1, NNC(=O)c1cccc(Cl)c1, C1CCOC1. The product is O=C(NNC(=O)c1cccc(Cl)c1)NC1CC1. Reaction SMILES: [CH:12]1([N:15]=[C:16]=[O:17])[CH2:13][CH2:14]1.[Cl:1][c:2]1[cH:3][c:4]([C:5](=[O:6])[NH:7][NH2:8])[cH:9][cH:10][cH:11]1.[O:18]1[CH2:19][CH2:20][CH2:21][CH2:22]1>>[Cl:1][c:2]1[cH:3][c:4]([C:5](=[O:6])[NH:7][NH:8][C:16]([NH:15][CH:12]2[CH2:13][CH2:14]2)=[O:17])[cH:9][cH:10][cH:11]1. The reactants are COC(C1=CC(=CC(=C1)OCCCCCCCCCCCCCCCCCC)[N+](=O)[O-])=O (3-nitro-5-(octadecyloxy)benzoic acid methyl ester), [OH-].[Na+] (NaOH). The solvent is CO (methanol), O1CCOCC1 (dioxane). The product is [N+](=O)([O-])C=1C=C(C(=O)O)C=C(C1)OCCCCCCCCCCCCCCCCCC (3-nitro-5-(octadecyloxy) benzoic acid). Yield: 61.9%. RXN SMILES: C[O:2][C:3](=[O:32])[C:4]1[CH:9]=[C:8]([O:10][CH2:11][CH2:12][CH2:13][CH2:14][CH2:15][CH2:16][CH2:17][CH2:18][CH2:19][CH2:20][CH2:21][CH2:22][CH2:23][CH2:24][CH2:25][CH2:26][CH2:27][CH3:28])[CH:7]=[C:6]([N+:29]([O-:31])=[O:30])[CH:5]=1.[OH-].[Na+]>CO.O1CCOCC1>[N+:29]([C:6]1[CH:5]=[C:4]([CH:9]=[C:8]([O:10][CH2:11][CH2:12][CH2:13][CH2:14][CH2:15][CH2:16][CH2:17][CH2:18][CH2:19][CH2:20][CH2:21][CH2:22][CH2:23][CH2:24][CH2:25][CH2:26][CH2:27][CH3:28])[CH:7]=1)[C:3]([OH:32])=[O:2])([O-:31])=[O:30] |f:1.2|. Procedure: A solution of 4.5 g of 3-nitro-5-(octadecyloxy)benzoic acid methyl ester and 4 ml of 6N NaOH in 200 ml of methanol and 50 ml of dioxane was stirred at reflux for 2.5 hours. The solvents were removed at reduced pressure and the residue was acidified with 1N HCl. The solid was filtered and recrystallized from methanol-water to give 2.7 g (62% yield, mp 101°-103°) of 3-nitro-5-(octadecyloxy) benzoic acid. Starting materials: BrCc1ccccc1, O=C([O-])[O-], CC(C)=O, [K+], [K+], CCOC(=O)c1ccc(O)cc1[N+](=O)[O-]. Product: CCOC(=O)c1ccc(OCc2ccccc2)cc1[N+](=O)[O-]. RXN SMILES: [Br:22][CH2:23][c:24]1[cH:25][cH:26][cH:27][cH:28][cH:29]1.[C:16](=[O:17])([O-:18])[O-:19].[CH3:30][C:31](=[O:32])[CH3:33].[K+:20].[K+:21].[OH:1][c:2]1[cH:3][c:4]([N+:13](=[O:14])[O-:15])[c:5]([C:6](=[O:7])[O:8][CH2:9][CH3:10])[cH:11][cH:12]1>>[O:1]([c:2]1[cH:3][c:4]([N+:13](=[O:14])[O-:15])[c:5]([C:6](=[O:7])[O:8][CH2:9][CH3:10])[cH:11][cH:12]1)[CH2:23][c:24]1[cH:25][cH:26][cH:27][cH:28][cH:29]1. Starting materials: BrC1=NOC(=C1)C(CBr)=O (3-Bromo-5-(bromoacetyl)isoxazole), (R)-2-methyl-CBS-oxaborolidine monohydrate, B.C1CCOC1 (BH3/THF). Product: BrC[C@H](O)C1=CC(=NO1)Br ((1R)-2-Bromo-1-(3-bromoisoxazole-5-yl)ethanol), oil. Yield: 16.0%. RXN SMILES: [Br:1][C:2]1[CH:6]=[C:5]([C:7](=[O:10])[CH2:8][Br:9])[O:4][N:3]=1.B.C1COCC1>>[Br:9][CH2:8][C@@H:7]([C:5]1[O:4][N:3]=[C:2]([Br:1])[CH:6]=1)[OH:10] |f:1.2|. Reported procedure: The title compound was prepared from 3-bromo-5-(bromoacetyl)isoxazole (which was obtained in Example 118), (R)-2-methyl-CBS-oxaborolidine monohydrate, and 1M BH3/THF solution in substantially the same manner, as described in Example 103 with one change; the crude product was purified by flash chromatography and reverse phase chromatography to give a colorless oil (1.45 g, 16% yield): 1H NMR (300 MHz, CDCl3) δ 3.67 - 3.81 (m, 2H), 5.16. (m, 1H), 6.49 (s, 1H). Reactants: CCO, CC(C)O, Cl, C[Si](C)(C)CCOCn1nccc1-c1cnc2c(NCCCOP(=O)(OCc3ccccc3)OCc3ccccc3)nc3cc(C(F)(F)F)ccc3n12. Product: O=P(OCCCNc1nc2cc(C(F)(F)F)ccc2n2c(-c3ccn[nH]3)cnc12)(OCc1ccccc1)OCc1ccccc1. RXN SMILES: [CH3:55][CH2:56][OH:57].[CH:58]([OH:59])([CH3:60])[CH3:61].[ClH:54].[F:1][C:2]([c:3]1[cH:4][c:5]2[n:6][c:7]([NH:29][CH2:30][CH2:31][CH2:32][O:33][P:34]([O:35][CH2:36][c:37]3[cH:38][cH:39][cH:40][cH:41][cH:42]3)([O:43][CH2:44][c:45]3[cH:46][cH:47][cH:48][cH:49][cH:50]3)=[O:51])[c:8]3[n:9]([c:10]2[cH:11][cH:12]1)[c:13](-[c:16]1[n:17]([CH2:21][O:22][CH2:23][CH2:24][Si:25]([CH3:26])([CH3:27])[CH3:28])[n:18][cH:19][cH:20]1)[cH:14][n:15]3)([F:52])[F:53]>>[F:1][C:2]([c:3]1[cH:4][c:5]2[n:6][c:7]([NH:29][CH2:30][CH2:31][CH2:32][O:33][P:34]([O:35][CH2:36][c:37]3[cH:38][cH:39][cH:40][cH:41][cH:42]3)([O:43][CH2:44][c:45]3[cH:46][cH:47][cH:48][cH:49][cH:50]3)=[O:51])[c:8]3[n:9]([c:10]2[cH:11][cH:12]1)[c:13](-[c:16]1[nH:17][n:18][cH:19][cH:20]1)[cH:14][n:15]3)([F:52])[F:53].